describe an organic reaction: reactants, conditions, products, and yield From a dataset of the Open Reaction Database (ORD), a public repository of structured organic reaction records. Starting materials: CCO (EtOH), C(=O)([O-])[O-].[Na+].[Na+] (Na2CO3), ClC1=CC=2N(C=C1)C(=CN2)C2=CC(=CC=C2)N2N=CC=C2 (7-Chloro-3-(3-pyrazol-1-yl-phenyl)-imidazo[1,2-a]pyridine), N1=CC(=CC=C1)B(O)O (3-pyridine boronic acid). The reagents and catalysts are C=1C=CC(=CC1)[P](C=2C=CC=CC2)(C=3C=CC=CC3)[Pd]([P](C=4C=CC=CC4)(C=5C=CC=CC5)C=6C=CC=CC6)([P](C=7C=CC=CC7)(C=8C=CC=CC8)C=9C=CC=CC9)[P](C=1C=CC=CC1)(C=1C=CC=CC1)C=1C=CC=CC1 (Pd(PPh3)4). Solvent: O (water), COCCOC (DME). Yields the product N1(N=CC=C1)C=1C=C(C=CC1)C1=CN=C2N1C=CC(=C2)C=2C=NC=CC2 (3-(3-pyrazol-1-yl-phenyl)-7-pyridin-3-yl-imidazo[1,2-a]pyridine). Reaction SMILES: Cl[C:2]1[CH:7]=[CH:6][N:5]2[C:8]([C:11]3[CH:16]=[CH:15][CH:14]=[C:13]([N:17]4[CH:21]=[CH:20][CH:19]=[N:18]4)[CH:12]=3)=[CH:9][N:10]=[C:4]2[CH:3]=1.[N:22]1[CH:27]=[CH:26][CH:25]=[C:24](B(O)O)[CH:23]=1.CCO.C([O-])([O-])=O.[Na+].[Na+]>COCCOC.C1C=CC([P]([Pd]([P](C2C=CC=CC=2)(C2C=CC=CC=2)C2C=CC=CC=2)([P](C2C=CC=CC=2)(C2C=CC=CC=2)C2C=CC=CC=2)[P](C2C=CC=CC=2)(C2C=CC=CC=2)C2C=CC=CC=2)(C2C=CC=CC=2)C2C=CC=CC=2)=CC=1.O>[N:17]1([C:13]2[CH:12]=[C:11]([C:8]3[N:5]4[CH:6]=[CH:7][C:2]([C:24]5[CH:23]=[N:22][CH:27]=[CH:26][CH:25]=5)=[CH:3][C:4]4=[N:10][CH:9]=3)[CH:16]=[CH:15][CH:14]=2)[CH:21]=[CH:20][CH:19]=[N:18]1 |f:3.4.5,^1:49,51,70,89|. Procedure: 7-Chloro-3-(3-pyrazol-1-yl-phenyl)-imidazo[1,2-a]pyridine (Intermediate AA) (1 eq, 0.214 mmol, 70 mg) and 3-pyridine boronic acid (1 eq, 0.214 mmol, 26.1 mg) are dissolved in DME (3 ml), EtOH (1 ml) and water (1.5 ml) and Na2CO3 (2 eq, 0.427 mmol, 53.0 mg) is added. Pd(PPh3)4 (0.06 eq, 0.01 mmol, 15 mg) is added and the reaction mixture is heated using microwave radiation at 120° C. for 15 min. At the completion of this time the solvent is removed in vacuo and the reaction mixture is purified by... The reactants are O=[N+]([O-])c1ccc(Cl)nc1NC1CCOCC1, [K+], C1COCCO1, [OH-]. Reaction SMILES: [Cl:1][c:2]1[cH:3][cH:4][c:5]([N+:15](=[O:16])[O-:17])[c:6]([NH:8][CH:9]2[CH2:10][CH2:11][O:12][CH2:13][CH2:14]2)[n:7]1.[K+:19].[O:20]1[CH2:21][CH2:22][O:23][CH2:24][CH2:25]1.[OH-:18]>>[c:2]1([OH:18])[cH:3][cH:4][c:5]([N+:15](=[O:16])[O-:17])[c:6]([NH:8][CH:9]2[CH2:10][CH2:11][O:12][CH2:13][CH2:14]2)[n:7]1. Product: O=[N+]([O-])c1ccc(O)nc1NC1CCOCC1. Reactants: COC(C)(C)C, CCO, COC(=O)N1CCc2ccc([N+](=O)[O-])cc2CC1. Yields the product COC(=O)N1CCc2ccc(N)cc2CC1. RXN SMILES: [C:19]([O:20][CH3:21])([CH3:22])([CH3:23])[CH3:24].[CH3:25][CH2:26][OH:27].[N+:1]([O-:2])(=[O:3])[c:4]1[cH:5][c:6]2[c:7]([cH:17][cH:18]1)[CH2:8][CH2:9][N:10]([C:13](=[O:14])[O:15][CH3:16])[CH2:11][CH2:12]2>>[NH2:1][c:4]1[cH:5][c:6]2[c:7]([cH:17][cH:18]1)[CH2:8][CH2:9][N:10]([C:13](=[O:14])[O:15][CH3:16])[CH2:11][CH2:12]2.